From a dataset of the Open Reaction Database (ORD), a public repository of structured organic reaction records. describe an organic reaction: reactants, conditions, products, and yield Reactants: Cl (hydrogen chloride), N[C@@H]1[C@@H]2N(C(=C(CS2)C2CCCC2)C(=O)[O-])C1=O (cis 7-amino-3-cyclopentyl-3-cepheme-4-carboxylate). Run in [N+](=O)([O-])C (nitromethane). Conditions: temperature 0 celsius. Product: N[C@@H]1[C@@H]2N(C(=C(CS2)C2CCCC2)C(=O)O)C1=O (cis 7-amino-3-cyclopentyl-3-cepheme-4-carboxylic acid). Reaction SMILES: Cl.[NH2:2][C@H:3]1[C:18](=[O:19])[N:5]2[C:6]([C:15]([O-:17])=[O:16])=[C:7]([CH:10]3[CH2:14][CH2:13][CH2:12][CH2:11]3)[CH2:8][S:9][C@H:4]12>[N+](C)([O-])=O>[NH2:2][C@H:3]1[C:18](=[O:19])[N:5]2[C:6]([C:15]([OH:17])=[O:16])=[C:7]([CH:10]3[CH2:11][CH2:12][CH2:13][CH2:14]3)[CH2:8][S:9][C@H:4]12. Procedure details: A current of gaseous hydrogen chloride was passed through a mixture of 585 mg of the product of Step G and 12 ml of nitromethane cooled to 0° C for 15 minutes and the mixture was evaporated to dryness under reduced pressure. The residue was taken up in ether and the crystals were recovered by vacuum filtration. The residue was dissolved in 2 ml of ethanol and 1 ml of water and pyridine was added to a pH of 4. The mixture was agitated until crystallization appeared and the crystals were recovered... Starting materials: C1CCOC1, O=C(O)C(Nc1ccc(F)cc1)c1ccccc1, OC1CN2CCC1CC2, CCOC(=O)N=NC(=O)OCC, c1ccc(P(c2ccccc2)c2ccccc2)cc1. The product is O=C(OC1CN2CCC1CC2)C(Nc1ccc(F)cc1)c1ccccc1. As a reaction SMILES: [CH2:59]1[O:60][CH2:61][CH2:62][CH2:63]1.[F:1][c:2]1[cH:3][cH:4][c:5]([NH:8][CH:9]([C:10](=[O:11])[OH:12])[c:13]2[cH:14][cH:15][cH:16][cH:17][cH:18]2)[cH:6][cH:7]1.[N:19]12[CH2:20][CH:21]([OH:27])[CH:22]([CH2:23][CH2:24]1)[CH2:25][CH2:26]2.[O:28]=[C:29]([O:30][CH2:31][CH3:32])[N:33]=[N:34][C:35]([O:36][CH2:37][CH3:38])=[O:39].[c:40]1([P:41]([c:42]2[cH:43][cH:44][cH:45][cH:46][cH:47]2)[c:48]2[cH:49][cH:50][cH:51][cH:52][cH:53]2)[cH:54][cH:55][cH:56][cH:57][cH:58]1>>[F:1][c:2]1[cH:3][cH:4][c:5]([NH:8][CH:9]([C:10]([O:11][CH:21]2[CH2:20][N:19]3[CH2:24][CH2:23][CH:22]2[CH2:25][CH2:26]3)=[O:12])[c:13]2[cH:14][cH:15][cH:16][cH:17][cH:18]2)[cH:6][cH:7]1. Starting materials: O=C1c2ccccc2C(=O)N1CCCBr, O=C([O-])[O-], O=C1CCC(=O)c2ccc(Cl)cc2N1, ClCCl, [Cs+], [Cs+], [I-], [Na+], CN(C)C=O. The product is O=C1CCC(=O)N(CCCN2C(=O)c3ccccc3C2=O)c2cc(Cl)ccc21. As a reaction SMILES: [Br:21][CH2:22][CH2:23][CH2:24][N:25]1[C:26](=[O:35])[c:27]2[cH:28][cH:29][cH:30][cH:31][c:32]2[C:33]1=[O:34].[C:15](=[O:16])([O-:17])[O-:18].[Cl:1][c:2]1[cH:3][cH:4][c:5]2[c:6]([cH:14]1)[NH:7][C:8](=[O:13])[CH2:9][CH2:10][C:11]2=[O:12].[Cl:43][CH2:44][Cl:45].[Cs+:19].[Cs+:20].[I-:37].[Na+:36].[O:38]=[CH:39][N:40]([CH3:41])[CH3:42]>>[Cl:1][c:2]1[cH:3][cH:4][c:5]2[c:6]([cH:14]1)[N:7]([CH2:22][CH2:23][CH2:24][N:25]1[C:26](=[O:35])[c:27]3[cH:28][cH:29][cH:30][cH:31][c:32]3[C:33]1=[O:34])[C:8](=[O:13])[CH2:9][CH2:10][C:11]2=[O:12].